Dataset: the Open Reaction Database (ORD), a public repository of structured organic reaction records. Task: describe an organic reaction: reactants, conditions, products, and yield Starting materials: CC(=O)NCCC(C=O)OC(C)=O, CI, CC(=O)OC(C)=O, [H-], [Na+], NCCC(O)C=O, c1ccncc1. Yields the product CC(=O)OC(C=O)CCN(C)C(C)=O. RXN SMILES: [C:15]([CH3:16])(=[O:17])[O:18][CH:19]([CH:20]=[O:21])[CH2:22][CH2:23][NH:24][C:25]([CH3:26])=[O:27].[CH3:30][I:31].[CH3:8][C:9]([O:10][C:11](=[O:12])[CH3:13])=[O:14].[H-:28].[Na+:29].[OH:1][CH:2]([CH2:3][CH2:4][NH2:5])[CH:6]=[O:7].[cH:32]1[cH:33][cH:34][n:35][cH:36][cH:37]1>>[CH3:2][N:24]([CH2:23][CH2:22][CH:19]([O:18][C:15]([CH3:16])=[O:17])[CH:20]=[O:21])[C:25]([CH3:26])=[O:27]. Reactants: C[Si](C)(C)CCOCn1ccc(Nc2cncc(CN3CCN(C(=O)c4cccc(C(F)(F)F)c4F)CC3)n2)n1, O, O=C(O)C(F)(F)F. The product is O=C(c1cccc(C(F)(F)F)c1F)N1CCN(Cc2cncc(Nc3cc[nH]n3)n2)CC1. Reaction SMILES: [F:1][c:2]1[c:3]([C:4](=[O:5])[N:6]2[CH2:7][CH2:8][N:9]([CH2:12][c:13]3[cH:14][n:15][cH:16][c:17]([NH:19][c:20]4[n:21][n:22]([CH2:25][O:26][CH2:27][CH2:28][Si:29]([CH3:30])([CH3:31])[CH3:32])[cH:23][cH:24]4)[n:18]3)[CH2:10][CH2:11]2)[cH:33][cH:34][cH:35][c:36]1[C:37]([F:38])([F:39])[F:40].[OH2:41].[OH:42][C:43]([C:44]([F:45])([F:46])[F:47])=[O:48]>>[F:1][c:2]1[c:3]([C:4](=[O:5])[N:6]2[CH2:7][CH2:8][N:9]([CH2:12][c:13]3[cH:14][n:15][cH:16][c:17]([NH:19][c:20]4[n:21][nH:22][cH:23][cH:24]4)[n:18]3)[CH2:10][CH2:11]2)[cH:33][cH:34][cH:35][c:36]1[C:37]([F:38])([F:39])[F:40]. Reactants: ClC1=C(C=CC=C1)NC([C@@](C(F)(F)F)(C)O)=O ((R)-N-(2-Chlorophenyl)-2-hydroxy-2-methyl-3,3,3-trifluoropropanamide), ClS(=O)(=O)O (chlorosulphonic acid), ice water. The solvent is C(C)(=O)OCC (ethyl acetate). Run at temperature 85 celsius, time 15 minute. The product is ClC1=C(C=CC(=C1)S(=O)(=O)Cl)NC([C@@](C(F)(F)F)(C)O)=O ((R)-N-(2-Chloro-4-chlorosulphonylphenyl)-2-hydroxy-2-methyl-3,3,3-trifluoropropanamide). RXN SMILES: [Cl:1][C:2]1[CH:7]=[CH:6][CH:5]=[CH:4][C:3]=1[NH:8][C:9](=[O:17])[C@:10]([OH:16])([CH3:15])[C:11]([F:14])([F:13])[F:12].[Cl:18][S:19](O)(=[O:21])=[O:20]>C(OCC)(=O)C>[Cl:1][C:2]1[CH:7]=[C:6]([S:19]([Cl:18])(=[O:21])=[O:20])[CH:5]=[CH:4][C:3]=1[NH:8][C:9](=[O:17])[C@:10]([OH:16])([CH3:15])[C:11]([F:13])([F:12])[F:14]. Procedure details: (R)-N-(2-Chlorophenyl)-2-hydroxy-2-methyl-3,3,3-trifluoropropanamide (Method 74) (13.8 g, 52 mmol) was added in portions to a cooled (0° C.) solution of chlorosulphonic acid (25 ml) over 15 mins and then the mixture was heated to 85° C. After 4.5 h the reaction mixture was cooled in an ice bath and then poured very slowly onto a stirred ice-water mixture. After stirring for 15 mins, the mixture was extracted with ethyl acetate (2×100 ml) and the combined organic layer washed with brine, dried an...